This data is from the Open Reaction Database (ORD), a public repository of structured organic reaction records. The task is: describe an organic reaction: reactants, conditions, products, and yield Starting materials: C1CCOC1, COc1nc(C)nc(C(F)(F)F)c1C#C[Si](C)(C)C, CCCC[N+](CCCC)(CCCC)CCCC, [F-], O. Yields the product C#Cc1c(OC)nc(C)nc1C(F)(F)F. Reaction SMILES: [CH2:39]1[O:40][CH2:41][CH2:42][CH2:43]1.[CH3:1][O:2][c:3]1[n:4][c:5]([CH3:19])[n:6][c:7]([C:15]([F:16])([F:17])[F:18])[c:8]1[C:9]#[C:10][Si:11]([CH3:12])([CH3:13])[CH3:14].[CH3:21][CH2:22][CH2:23][CH2:24][N+:25]([CH2:26][CH2:27][CH2:28][CH3:29])([CH2:30][CH2:31][CH2:32][CH3:33])[CH2:34][CH2:35][CH2:36][CH3:37].[F-:20].[OH2:38]>>[CH3:1][O:2][c:3]1[n:4][c:5]([CH3:19])[n:6][c:7]([C:15]([F:16])([F:17])[F:18])[c:8]1[C:9]#[CH:10].